This data is from the Open Reaction Database (ORD), a public repository of structured organic reaction records. The task is: describe an organic reaction: reactants, conditions, products, and yield The reactants are C(C)(C)(C)OC(=O)N1CCN(CC1)C(=O)C=1N(C2=CC=C(C=C2C1)OC1=NC=C(C=C1)N)C (4-[5-(5-aminopyridin-2-yloxy)-1-methyl-1H-indole-2-carbonyl]piperazine-1-carboxylic acid tert-butyl ester), O (Water), ClC=1C=C(C=CC1Cl)S(=O)(=O)Cl (3,4-dichlorobenzenesulfonyl chloride), N1=CC=CC=C1 (pyridine). The solvent is C1CCOC1 (THF). Conditions: time 17 hour. Product: C(C)(C)(C)OC(=O)N1CCN(CC1)C(=O)C=1N(C2=CC=C(C=C2C1)OC1=NC=C(C=C1)NS(=O)(=O)C1=CC(=C(C=C1)Cl)Cl)C (4-{5-[5-(3,4-dichlorobenzenesulfonylamino)pyridin-2-yloxy]-1-methyl-1H-indole-2-carbonyl}piperazine-1-carboxylic acid tert-butyl ester). Isolated yield 76.6%. As a reaction SMILES: [C:1]([O:5][C:6]([N:8]1[CH2:13][CH2:12][N:11]([C:14]([C:16]2[N:17]([CH3:33])[C:18]3[C:23]([CH:24]=2)=[CH:22][C:21]([O:25][C:26]2[CH:31]=[CH:30][C:29]([NH2:32])=[CH:28][N:27]=2)=[CH:20][CH:19]=3)=[O:15])[CH2:10][CH2:9]1)=[O:7])([CH3:4])([CH3:3])[CH3:2].[Cl:34][C:35]1[CH:36]=[C:37]([S:42](Cl)(=[O:44])=[O:43])[CH:38]=[CH:39][C:40]=1[Cl:41].N1C=CC=CC=1.O>C1COCC1>[C:1]([O:5][C:6]([N:8]1[CH2:9][CH2:10][N:11]([C:14]([C:16]2[N:17]([CH3:33])[C:18]3[C:23]([CH:24]=2)=[CH:22][C:21]([O:25][C:26]2[CH:31]=[CH:30][C:29]([NH:32][S:42]([C:37]4[CH:38]=[CH:39][C:40]([Cl:41])=[C:35]([Cl:34])[CH:36]=4)(=[O:44])=[O:43])=[CH:28][N:27]=2)=[CH:20][CH:19]=3)=[O:15])[CH2:12][CH2:13]1)=[O:7])([CH3:4])([CH3:3])[CH3:2]. Procedure details: A stirred solution of 4-[5-(5-aminopyridin-2-yloxy)-1-methyl-1H-indole-2-carbonyl]piperazine-1-carboxylic acid tert-butyl ester (4.69 g, 10.4 mmol) in THF (250 mL) was ice cooled, then 3,4-dichlorobenzenesulfonyl chloride (3.7 g, 15.1 mmol) and pyridine (1.51 mL, 18.7 mmol) were added to the solution. The resulting mixture was stirred for 17 hours while gradually warming up to room temperature. Water was added to the mixture, and the aqueous layer was extracted with AcOEt. The extract was washed... The reactants are ClC1=C(C(=CC(=C1)C)C)N1C=2C(CCC1)=C(N(N2)C)C(=CCC)CCC (7-(2-Chloro-4,6-dimethylphenyl)-2-methyl-3-(1-propyl but-1-enyl)-4,5,6,7-tetrahydro-2H-pyrazolo[3,4-b]pyridine). Reagents/catalysts: [Pd] (palladium on carbon). Run in C(C)(=O)OCC (ethyl acetate), C(C)(=O)O (acetic acid). Reaction conditions: time 12 hour. Yields the product ClC1=C(C(=CC(=C1)C)C)N1C=2C(CCC1)=C(N(N2)C)C(CCC)CCC (7-(2-chloro-4,6-dimethylphenyl)-2-methyl-3-(1-propylbutyl)-4,5,6,7-tetrahydro-2H-pyrazolo[3,4-b]pyridine). Yield: 24.4%. Reaction SMILES: [Cl:1][C:2]1[CH:7]=[C:6]([CH3:8])[CH:5]=[C:4]([CH3:9])[C:3]=1[N:10]1[CH2:15][CH2:14][CH2:13][C:12]2=[C:16]([C:20]([CH2:24][CH2:25][CH3:26])=[CH:21][CH2:22][CH3:23])[N:17]([CH3:19])[N:18]=[C:11]12>C(O)(=O)C.[Pd].C(OCC)(=O)C>[Cl:1][C:2]1[CH:7]=[C:6]([CH3:8])[CH:5]=[C:4]([CH3:9])[C:3]=1[N:10]1[CH2:15][CH2:14][CH2:13][C:12]2=[C:16]([CH:20]([CH2:24][CH2:25][CH3:26])[CH2:21][CH2:22][CH3:23])[N:17]([CH3:19])[N:18]=[C:11]12. Procedure: 7-(2-Chloro-4,6-dimethylphenyl)-2-methyl-3-(1-propyl but-1-enyl)-4,5,6,7-tetrahydro-2H-pyrazolo[3,4-b]pyridine (41.5 mg) was dissolved in acetic acid (1 mL) and 12 mg of 10% palladium on carbon was added. The mixture was stirred under hydrogen at one atmosphere for 12 h. The mixture was diluted with ethyl acetate and filtered through diatomaceous earth which was then washed with ethyl acetate. The ethyl acetate filtrate was washed with aqueous sodium bicarbonate, dried with magnesium sulfate, an... Reactants: C(C)(=O)SCCC(=O)N1C(SC(=N1)C1=CC=C(C=C1)C(F)(F)F)C(=O)OCC1=CC=CC=C1 (Benzyl 3-[3-acetylthio-1-oxopropYl]-2,3-dihydro-5-[4(trifluoromethyl)phenyl]-1,3,4-thiadiazole-2-carboxylate), SCCC(=O)N1C(SC(=N1)C1=CC=C(C=C1)C(F)(F)F)C(=O)O (2,3-Dihydro-3-(3-mercapto-1-oxopropyl)-5-[4-(trifluoromethyl)phenyl]-1,3,4-thiadiazole-2-carboxylic acid). Yields the product C1=C(C=CC2=CC=CC=C12)C(=S)NN (Naphthalene-2-carbothioic acid hydrazide). RXN SMILES: C(SCCC([N:9]1[N:13]=[C:12]([C:14]2[CH:19]=[CH:18][C:17]([C:20](F)(F)F)=[CH:16][CH:15]=2)[S:11]C1C(OCC1C=CC=CC=1)=O)=O)(=O)C.S[CH2:35][CH2:36][C:37](N1N=C(C2C=CC(C(F)(F)F)=CC=2)SC1C(O)=O)=O>>[CH:19]1[C:18]2[C:17](=[CH:20][CH:35]=[CH:36][CH:37]=2)[CH:16]=[CH:15][C:14]=1[C:12]([NH:13][NH2:9])=[S:11]. Reported procedure: The sub-title product was prepared from appropriate starting materials by the processes of Example 7, steps (a), (b), (c) and (d). mp 166°-167°. Reactants: CO, COC(=O)c1cc(NC2CCC2)nc(S(C)(=O)=O)c1, Cl, [Na+], [OH-]. Product: CS(=O)(=O)c1cc(C(=O)O)cc(NC2CCC2)n1. Reaction SMILES: [CH3:23][OH:24].[CH3:3][O:4][C:5]([c:6]1[cH:7][c:8]([NH:16][CH:17]2[CH2:18][CH2:19][CH2:20]2)[n:9][c:10]([S:12](=[O:13])(=[O:14])[CH3:15])[cH:11]1)=[O:21].[ClH:22].[Na+:2].[OH-:1]>>[O:4]=[C:5]([c:6]1[cH:7][c:8]([NH:16][CH:17]2[CH2:18][CH2:19][CH2:20]2)[n:9][c:10]([S:12](=[O:13])(=[O:14])[CH3:15])[cH:11]1)[OH:21]. Starting materials: CC(C)([O-])C (tert-butoxide), FC1=C(C=CC=C1)CC#N (2-fluorophenylacetonitrile), C(C=C)OCCOS(=O)(=O)C1=CC=C(C=C1)C (toluene-4-sulfonic acid 2-allyloxyethyl ester), C1COCCOCCOCCOCCOCCO1 (18-crown-6), [Cl-].[NH4+] (ammonium chloride). Solvent: O1CCCC1 (tetrahydrofuran), C(C)(=O)OCC (ethyl acetate). Reaction conditions: time 10 minute. Yields the product C(C=C)OCCC(C#N)C1=C(C=CC=C1)F (4-allyloxy-2-(2-fluorophenyl)butyronitrile). Isolated yield 67.2%. Reaction SMILES: CC(C)([O-])C.[F:6][C:7]1[CH:12]=[CH:11][CH:10]=[CH:9][C:8]=1[CH2:13][C:14]#[N:15].[CH2:16]([O:19][CH2:20][CH2:21]OS(C1C=CC(C)=CC=1)(=O)=O)[CH:17]=[CH2:18].C1OCCOCCOCCOCCOCCOC1.[Cl-].[NH4+]>O1CCCC1.C(OCC)(=O)C>[CH2:16]([O:19][CH2:20][CH2:21][CH:13]([C:8]1[CH:9]=[CH:10][CH:11]=[CH:12][C:7]=1[F:6])[C:14]#[N:15])[CH:17]=[CH2:18] |f:4.5|. Procedure: Piotassium tert-butoxide (9.93 g) was added to a solution of 2-fluorophenylacetonitrile (10 g), toluene-4-sulfonic acid 2-allyloxyethyl ester (19 g) and 18-crown-6 (3.91 g) in tetrahydrofuran (400 mL) under ice-cooling. The reaction solution was stirred at the same temperature for 10 minutes. The reaction solution was warmed to room temperature and further stirred for four hours. Aqueous ammonium chloride and ethyl acetate were added to the reaction solution, and the organic layer was separated.... Reactants: O(C1=CC=CC=C1)C=CC(OC1=CC=CC=C1)=NC1=CC=CC=C1 (Phenyl 3-phenoxy-N-phenylacrylimidate), C1CCOC1 (THF), [Na] (sodium), CS (methyl mercaptan). Solvent: C(C)(=O)OCC (Ethyl acetate). Run at time 4 hour. Product: CSC=CC(OC1=CC=CC=C1)=NC1=CC=CC=C1 (phenyl 3-methylthio-N-phenylacrylimidate). Yield: 78.1%. As a reaction SMILES: O([CH:8]=[CH:9][C:10](=[N:18][C:19]1[CH:24]=[CH:23][CH:22]=[CH:21][CH:20]=1)[O:11][C:12]1[CH:17]=[CH:16][CH:15]=[CH:14][CH:13]=1)C1C=CC=CC=1.C1COCC1.[Na].[CH3:31][SH:32]>C(OCC)(=O)C>[CH3:31][S:32][CH:8]=[CH:9][C:10](=[N:18][C:19]1[CH:24]=[CH:23][CH:22]=[CH:21][CH:20]=1)[O:11][C:12]1[CH:17]=[CH:16][CH:15]=[CH:14][CH:13]=1 |^1:29|. Reported procedure: Phenyl 3-phenoxy-N-phenylacrylimidate (0.30 g) was dissolved to THF (5 ml), sodium salt of methyl mercaptan (0.075 g) was added thereto and stirred for four hours at room temperature. Ethyl acetate (50 ml) was added to the reaction solution, and it was successively washed with water and aqueous saturated of sodium chloride solution, dried over magnesium sulfate (anhydrous), concentrated under reduced pressure. The residue was subjected to silica gel column chromatography (hexane:ethyl acetate=10... Reactants: ClC=1SC(=C2C1C=CC2=O)Cl (1,3-dichloro-cyclopenta(c) thiophene-4-one), [K] (potassium), C([O-])([O-])=O.[NH4+].[NH4+] (ammonium carbonate), C(C)O (ethanol), steel. The solvent is O (water). Reaction conditions: time 12.5 minute. The product is ClC=1SC(=C2C1C=CC21NC(NC1=O)=O)Cl (1,3-dichloro-spiro[cyclopenta(c)thiophene-4,4'-imidazolidine]-2',5'-dione). The yield is 50.0%. RXN SMILES: [Cl:1][C:2]1[S:3][C:4]([Cl:11])=[C:5]2[C:9](=O)[CH:8]=[CH:7][C:6]=12.[K].[C:13](=[O:16])([O-])[O-].[NH4+:17].[NH4+:18].[CH2:19]([OH:21])C>O>[Cl:1][C:2]1[S:3][C:4]([Cl:11])=[C:5]2[C:9]3([C:19](=[O:21])[NH:18][C:13](=[O:16])[NH:17]3)[CH:8]=[CH:7][C:6]=12 |f:2.3.4,^1:11|. Procedure: A mixture of 0.900 g (4.30 mmol) of 1,3-dichloro-cyclopenta(c) thiophene-4-one (MacDowall et. al., J. Org. Chem., 32, 1226 (1967) 0.488 g (7.50 mmol) of potassium cycnide and 3.30 g (34 mmol) of powdered ammonium carbonate were heated with 25 ml of 50% aqueous ethanol at 110°-120° C. in a steel bomb for 16 hours. The reaction mixture was cooled, diluted with 200 ml of water, boiled for 10 to 15 minutes, then cooled and extracted with ethyl acetate. The organic layer was washed with brine, dried ... The reactants are NC=1SC(C(C1C(=O)OCC)(C(F)(F)F)O)C (ethyl 2-amino-4-hydroxy-5-methyl-4-(trifluoromethyl)-4,5-dihydrothiophene-3-carboxylate), CC1=CC=C(C=C1)S(=O)(=O)O (4-methylbenzene-1-sulfonic acid). Solvent: ClCCl (dichloromethane). Run at temperature 25 celsius, time 8 hour. Yields the product NC=1SC(=C(C1C(=O)OCC)C(F)(F)F)C (Ethyl 2-amino-5-methyl-4-(trifluoromethyl)thiophene-3-carboxylate). Reaction SMILES: [NH2:1][C:2]1[S:3][CH:4]([CH3:17])[C:5](O)([C:12]([F:15])([F:14])[F:13])[C:6]=1[C:7]([O:9][CH2:10][CH3:11])=[O:8].CC1C=CC(S(O)(=O)=O)=CC=1>ClCCl>[NH2:1][C:2]1[S:3][C:4]([CH3:17])=[C:5]([C:12]([F:14])([F:13])[F:15])[C:6]=1[C:7]([O:9][CH2:10][CH3:11])=[O:8]. Procedure: Into a 100-mL round-bottom flask, was placed ethyl 2-amino-4-hydroxy-5-methyl-4-(trifluoromethyl)-4,5-dihydrothiophene-3-carboxylate (5.7 g, 21.01 mmol, 1.00 equiv), dichloromethane (20 mL), 4-methylbenzene-1-sulfonic acid (3.6 g, 20.91 mmol, 0.99 equiv). The resulting solution was stirred overnight at 25° C. The solids were filtered out. The filtrate was concentrated under vacuum. The residue was applied onto a silica gel column with ethyl acetate/petroleum ether (40/60). The collected fraction... Starting materials: ClC(COC(=O)Cl)(Cl)Cl (2,2,2-trichloroethylchloroformate), C(C=C)C1(C2=C(CCC3=C1C=CC=C3)C=CC=C2)C2=CCN(CC2)C (4-[10,11-dihydro-5-(2-propenyl)-5H-dibenzo[a,d]cyclohepten-5-yl]-1-methyl-1,2,5,6-tetrahydropyridine), O (water). The solvent is C1=CC=CC=C1 (benzene). The product is C(C=C)C1(C2=C(CCC3=C1C=CC=C3)C=CC=C2)C2=CC(NCC2)C(=O)OCC(Cl)(Cl)Cl (2,2,2-trichloroethyl 4-[10,11-dihydro-5-(2-propenyl)-5H-dibenzo[a,d]cyclohepten-5-yl]-1,2,5,6-tetrahydro-pyridinecarboxylate). The yield is 75.4%. Reaction SMILES: [CH2:1]([C:4]1([C:19]2[CH2:24][CH2:23][N:22](C)[CH2:21][CH:20]=2)[C:10]2[CH:11]=[CH:12][CH:13]=[CH:14][C:9]=2[CH2:8][CH2:7][C:6]2[CH:15]=[CH:16][CH:17]=[CH:18][C:5]1=2)[CH:2]=[CH2:3].[Cl:26][C:27]([Cl:34])([Cl:33])[CH2:28][O:29][C:30](Cl)=[O:31].O>C1C=CC=CC=1>[CH2:1]([C:4]1([C:19]2[CH2:24][CH2:23][NH:22][CH:21]([C:30]([O:29][CH2:28][C:27]([Cl:34])([Cl:33])[Cl:26])=[O:31])[CH:20]=2)[C:10]2[CH:11]=[CH:12][CH:13]=[CH:14][C:9]=2[CH2:8][CH2:7][C:6]2[CH:15]=[CH:16][CH:17]=[CH:18][C:5]1=2)[CH:2]=[CH2:3]. Procedure: Dissolved 4-[10,11-dihydro-5-(2-propenyl)-5H-dibenzo[a,d]cyclohepten-5-yl]-1-methyl-1,2,5,6-tetrahydropyridine (3.3 g, 10.0 mmol) in 50 mL of benzene, and added 2,2,2-trichloroethylchloroformate (3.0 mL, 4.6 g, 21.8 mmol). Refluxed for 20 hours under a nitrogen atmosphere. Cooled to room temperature, and added water. Extracted with ether. Dried combined organic extracts with MgSO4, filtered, and evaporated. Purified crude product by flash chromatography on silica gel eluting with dichloromethane...